This data is from the Open Reaction Database (ORD), a public repository of structured organic reaction records. The task is: describe an organic reaction: reactants, conditions, products, and yield The reactants are CN(N)C(=S)NC (2,4-dimethylthiosemicarbazide), ClC1=CC(=C(C=C1OC)C(C(=O)O)=O)F (2-(4-chloro-2-fluoro-5-methoxyphenyl)-2-oxoacetic acid). The solvent is CO (methanol). The product is ClC1=CC(=C(C=C1OC)C=1C(N(C(N(N1)C)=S)C)=O)F (6-(4-chloro-2-fluoro-5-methoxy-phenyl)-2,4-dimethyl-5-oxo-3-thioxo-2,3,4,5-tetrahydro-1,2,4-triazine). Yield: 54.3%. Reaction SMILES: [CH3:1][N:2]([C:4]([NH:6][CH3:7])=[S:5])[NH2:3].[Cl:8][C:9]1[C:14]([O:15][CH3:16])=[CH:13][C:12]([C:17](=O)[C:18](O)=[O:19])=[C:11]([F:22])[CH:10]=1>CO>[Cl:8][C:9]1[C:14]([O:15][CH3:16])=[CH:13][C:12]([C:17]2[C:18](=[O:19])[N:6]([CH3:7])[C:4](=[S:5])[N:2]([CH3:1])[N:3]=2)=[C:11]([F:22])[CH:10]=1. Procedure details: A solution of 2,4-dimethylthiosemicarbazide (0.20 g) and 2-(4-chloro-2-fluoro-5-methoxyphenyl)-2-oxoacetic acid (0.38 g) in methanol (10 ml) was refluxed for 16 hours. Filtration of the reaction mixture afforded 6-(4-chloro-2-fluoro-5-methoxy-phenyl)-2,4-dimethyl-5-oxo-3-thioxo-2,3,4,5-tetrahydro-1,2,4-triazine (0.28 g). 1H NMR, CDCl3, 3.77 (3H, s), 3.91 (3H, s), 4.07 (3H, s), 7.08 (1H, d, J=6.09 Hz), 7.25 (1H, d, J=9.22 Hz). Starting materials: CC(=O)Oc1ccc(S(=O)(=O)O)cc1, CN(C)C=O, [Na], O=S(Cl)Cl. The product is CC(=O)Oc1ccc(S(=O)(=O)Cl)cc1. RXN SMILES: [C:2]([CH3:3])(=[O:4])[O:5][c:6]1[cH:7][cH:8][c:9]([S:12](=[O:13])(=[O:14])[OH:15])[cH:10][cH:11]1.[CH3:16][N:17]([CH3:18])[CH:19]=[O:20].[Na:1].[S:21]([Cl:22])([Cl:23])=[O:24]>>[C:2]([CH3:3])(=[O:4])[O:5][c:6]1[cH:7][cH:8][c:9]([S:12](=[O:13])(=[O:15])[Cl:23])[cH:10][cH:11]1.